This data is from the Open Reaction Database (ORD), a public repository of structured organic reaction records. The task is: describe an organic reaction: reactants, conditions, products, and yield The reactants are C(C1=CC=CC=C1)N1C(SC(C1=O)=C1SC(=C(N1C)C1=CC=CC=C1)C)=S (3′-benzyl-3,5-dimethyl-4-phenyl-2′-thioxo-2′,3′-dihydro-3H-[2,5′]bithiazolyliden-4′-one), C1(=CC=C(C=C1)S(=O)(=O)OC)C (methyl p-toluenesulfonate), NC=1C=C(C=CC1NCC)NC(COC)=O (N-(3-amino-4-ethylaminophenyl)-2-methoxyacetamide). Product: C(C1=CC=CC=C1)N1C(SC(C1=O)=C1SC(=C(N1C)C1=CC=CC=C1)C)=NC=1C=C(C=CC1NCC)NC(COC)=O (N-[3-(3′-benzyl-3,5-dimethyl-4′-oxo-4-phenyl-3′,4′-dihydro-3H-[2,5′] bithiazolyliden-2′-ylideneamino)-4-ethylaminophenyl]-2-methoxyacetamide). As a reaction SMILES: [CH2:1]([N:8]1[C:12](=[O:13])[C:11](=[C:14]2[N:18]([CH3:19])[C:17]([C:20]3[CH:25]=[CH:24][CH:23]=[CH:22][CH:21]=3)=[C:16]([CH3:26])[S:15]2)[S:10][C:9]1=S)[C:2]1[CH:7]=[CH:6][CH:5]=[CH:4][CH:3]=1.C1(C)C=CC(S(OC)(=O)=O)=CC=1.[NH2:40][C:41]1[CH:42]=[C:43]([NH:50][C:51](=[O:55])[CH2:52][O:53][CH3:54])[CH:44]=[CH:45][C:46]=1[NH:47][CH2:48][CH3:49]>>[CH2:1]([N:8]1[C:12](=[O:13])[C:11](=[C:14]2[N:18]([CH3:19])[C:17]([C:20]3[CH:25]=[CH:24][CH:23]=[CH:22][CH:21]=3)=[C:16]([CH3:26])[S:15]2)[S:10][C:9]1=[N:40][C:41]1[CH:42]=[C:43]([NH:50][C:51](=[O:55])[CH2:52][O:53][CH3:54])[CH:44]=[CH:45][C:46]=1[NH:47][CH2:48][CH3:49])[C:2]1[CH:3]=[CH:4][CH:5]=[CH:6][CH:7]=1. Reported procedure: Likewise as described in Example 1, intermediate 3′-benzyl-3,5-dimethyl-4-phenyl-2′-thioxo-2′,3′-dihydro-3H-[2,5′]bithiazolyliden-4′-one was alkylated with methyl p-toluenesulfonate and condensed with N-(3-amino-4-ethylaminophenyl)-2-methoxyacetamide to afford the title compound. 1H-NMR (CDCl3): δ 8.00 (1H, brs), 7.42–7.51 (5H, m), 7.30–7.37 (3H, m), 7.19–7.26 (3H, m). 7.11 (1H, d), 6.53 (1H, br s), 5.18 (2H, s), 3.97 (2H, s), 3.47 (3H, s), 3.42 (3H, s), 2.98 (2H, m), 2.06 (3H, s), 1.02 (3H, br ... The reactants are CCO, CCOC(=O)c1cc(C)n(-c2ccc(F)cc2)n1, [Na+], [OH-], O. The product is Cc1cc(C(=O)O)nn1-c1ccc(F)cc1. As a reaction SMILES: [CH3:21][CH2:22][OH:23].[F:1][c:2]1[cH:3][cH:4][c:5](-[n:8]2[n:9][c:10]([C:14](=[O:15])[O:16][CH2:17][CH3:18])[cH:11][c:12]2[CH3:13])[cH:6][cH:7]1.[Na+:20].[OH-:19].[OH2:24]>>[F:1][c:2]1[cH:3][cH:4][c:5](-[n:8]2[n:9][c:10]([C:14](=[O:15])[OH:16])[cH:11][c:12]2[CH3:13])[cH:6][cH:7]1. The reactants are C1CCC2=NCCCN2CC1, Cc1ccccc1, [N-]=[N+]=NP(=O)(c1ccccc1)c1ccccc1, OCc1cc2ccccc2o1. Yields the product [N-]=[N+]=NCc1cc2ccccc2o1. As a reaction SMILES: [CH2:29]1[CH2:30][CH2:31][C:32]2=[N:37][CH2:36][CH2:35][CH2:34][N:33]2[CH2:38][CH2:39]1.[CH3:40][c:41]1[cH:42][cH:43][cH:44][cH:45][cH:46]1.[c:12]1([P:13]([c:14]2[cH:15][cH:16][cH:17][cH:18][cH:19]2)(=[O:20])[N:26]=[N+:27]=[N-:28])[cH:21][cH:22][cH:23][cH:24][cH:25]1.[o:1]1[c:2]([CH2:10][OH:11])[cH:3][c:4]2[c:5]1[cH:6][cH:7][cH:8][cH:9]2>>[o:1]1[c:2]([CH2:10][N:26]=[N+:27]=[N-:28])[cH:3][c:4]2[c:5]1[cH:6][cH:7][cH:8][cH:9]2. The reactants are FC(C(=O)O)(F)F (trifluoro acetic acid), C(C)(C)(C)OC(NC(C1=CC=CC=C1)C(NCC1=CC=C(C=C1)C#N)=O)=O ((RS)-[(4-cyano-benzylcarbamoyl)-phenyl-methyl]-carbamic acid tert-butyl ester), C(=O)([O-])[O-].[Na+].[Na+] (Na2CO3). The solvent is ClCCl (dichloromethane), ClCCl (dichloromethane). Run at time 5 hour. Product: NC(C(=O)NCC1=CC=C(C=C1)C#N)C1=CC=CC=C1 ((RS)-2-amino-N-(4-cyano-benzyl)-2-phenyl-acetamide). Yield: 100.2%. Reaction SMILES: C(OC(=O)[NH:7][CH:8]([C:15](=[O:26])[NH:16][CH2:17][C:18]1[CH:23]=[CH:22][C:21]([C:24]#[N:25])=[CH:20][CH:19]=1)[C:9]1[CH:14]=[CH:13][CH:12]=[CH:11][CH:10]=1)(C)(C)C.FC(F)(F)C(O)=O.C([O-])([O-])=O.[Na+].[Na+]>ClCCl>[NH2:7][CH:8]([C:9]1[CH:14]=[CH:13][CH:12]=[CH:11][CH:10]=1)[C:15]([NH:16][CH2:17][C:18]1[CH:23]=[CH:22][C:21]([C:24]#[N:25])=[CH:20][CH:19]=1)=[O:26] |f:2.3.4|. Procedure details: A solution of give (RS)-[(4-cyano-benzylcarbamoyl)-phenyl-methyl]-carbamic acid tert-butyl ester (0.77 g, example 86.1) in dichloromethane (20 ml) was cooled to 0° C. and treated with trifluoro acetic acid (5 ml). The reaction mixture was stirred at rt for 5 hrs, then diluted with dichloromethane, cooled to 0° C. and brought to pH 9 by dropwise addition of saturated aqueous Na2CO3. The organic layer was washed with brine, dried over MgSO4, filtered and concentrated to give (RS)-2-amino-N-(4-cyan... Reaction SMILES: [NH2:1][C:2]1[CH:6]=[CH:5][NH:4][N:3]=1.[O:7]=[C:8]1[CH:12]([C:13](=O)[C:14]([O:16][CH2:17][CH3:18])=[O:15])[CH2:11][CH2:10][O:9]1>C(O)(=O)C>[OH:9][CH2:10][CH2:11][C:12]1[C:8](=[O:7])[N:3]2[N:4]=[CH:5][CH:6]=[C:2]2[NH:1][C:13]=1[C:14]([O:16][CH2:17][CH3:18])=[O:15]. Product: OCCC1=C(NC=2N(C1=O)N=CC2)C(=O)OCC (ethyl 6-(2-hydroxyethyl)pyrazolo[1,5-a]pyrimidin-7(4H)-one-5-carboxylate). The reactants are O=C1OCCC1C(C(=O)OCC)=O (ethyl (tetrahydro-2-oxo-3-furyl)-glyoxylate), ice water, zeolite A-4, NC1=NNC=C1 (3-aminopyrazole). Reported procedure: While stirring at room temperature, 8.12 g of synthetic zeolite A-4 powder were added to a solution of 8.12 g (97.70 mmol) of 3-aminopyrazole in 32 ml of acetic acid. Furthermore, a solution of 8.19 g (97.78 mmol) of ethyl (tetrahydro-2-oxo-3-furyl)glyoxylate obtained in Example 25 in 40 ml of acetic acid was added dropwise over 2 minutes while cooling with ice water and stirring, and the mixture was stirred for 4 hours at room temperature. Thereafter, insoluble matter was removed by filtration,... The yield is 21.8%. Solvent: C(C)(=O)O (acetic acid), C(C)(=O)O (acetic acid).